This data is from the Open Reaction Database (ORD), a public repository of structured organic reaction records. The task is: describe an organic reaction: reactants, conditions, products, and yield Starting materials: C1(\C=C/C(=O)O1)=O (maleic anhydride), C1(=CC=CC=C1)[C@@H](CN)C ((S)-2-phenylpropylamine). Solvent: C(C)(=O)O (acetic acid). Conditions: time 8 hour. The product is C1(=CC=CC=C1)[C@@H](CNC(=O)/C=C/C(=O)O)C ((S)-E-3-(2-Phenyl-propylcarbamoyl)-acrylic acid). Yield: 79.0%. As a reaction SMILES: [C:1]1(=[O:7])[O:6][C:4](=[O:5])[CH:3]=[CH:2]1.[C:8]1([C@H:14]([CH3:17])[CH2:15][NH2:16])[CH:13]=[CH:12][CH:11]=[CH:10][CH:9]=1>C(O)(=O)C>[C:8]1([C@H:14]([CH3:17])[CH2:15][NH:16][C:1](/[CH:2]=[CH:3]/[C:4]([OH:6])=[O:5])=[O:7])[CH:13]=[CH:12][CH:11]=[CH:10][CH:9]=1. Reported procedure: To a solution of maleic anhydride (765 mg, 7.8 mmol) in acetic acid (20 mL) at rt was added (S)-2-phenylpropylamine. The mixture was stirred overnight then was partially concentrated. Water (50 mL) was added causing precipitation of the product acid. The white solid was collected by suction filtration, washed with water, and dried to provide 1.44 g (79%) of the pure acid. 1H NMR (400 MHz, CDCl3): 7.38-7.32 (m, 2H), 7.29-7.24 (m, 1H), 7.24-7.20 (m, 2H), 6.68 (br m, 1H), 6.29 (d J=12.7, 1H), 6.18 ... Reactants: OC=1C=C(C(=O)O)C=CC1[N+](=O)[O-] (3-Hydroxy-4-nitrobenzoic acid), Cl (hydrogen chloride), C(C)O (ethanol). Product: C(C)OC(C1=CC(=C(C=C1)[N+](=O)[O-])O)=O (3- hydroxy-4-nitrobenzoic acid ethyl ester). Yield: 1492.2%. As a reaction SMILES: [OH:1][C:2]1[CH:3]=[C:4]([CH:8]=[CH:9][C:10]=1[N+:11]([O-:13])=[O:12])[C:5]([OH:7])=[O:6].Cl.[CH2:15](O)[CH3:16]>>[CH2:15]([O:6][C:5](=[O:7])[C:4]1[CH:8]=[CH:9][C:10]([N+:11]([O-:13])=[O:12])=[C:2]([OH:1])[CH:3]=1)[CH3:16]. Procedure details: 3-Hydroxy-4-nitrobenzoic acid (20.0 g, 109 mmol) in ethanol (250 mg) was refluxed for 6 hr in the presence of dry hydrogen chloride (5 g). The solvent was evaporated and the residue was dissolved in methylene chloride. The solution was washed with sodium bicarbonate until the unreacted material was removed as a precipitate. The organic fraction was finally washed with brine, dried over magnesium sulfate to give a brown solid of 3- hydroxy-4-nitrobenzoic acid ethyl ester (17.1 g): mp 80°-81° C. (... Starting materials: CCOC(=O)c1cc(OC)c(C(C)(C)C)cc1-c1cccnc1OCc1ccccc1, C1CCOC1, CO, [H][H]. Yields the product CCOC(=O)c1cc(OC)c(C(C)(C)C)cc1-c1ccc[nH]c1=O. RXN SMILES: [CH2:1]([CH3:2])[O:3][C:4]([c:5]1[c:6](-[c:17]2[c:18]([O:23][CH2:24][c:25]3[cH:26][cH:27][cH:28][cH:29][cH:30]3)[n:19][cH:20][cH:21][cH:22]2)[cH:7][c:8]([C:13]([CH3:14])([CH3:15])[CH3:16])[c:9]([O:11][CH3:12])[cH:10]1)=[O:31].[CH2:36]1[O:37][CH2:38][CH2:39][CH2:40]1.[CH3:34][OH:35].[H:32][H:33]>>[CH2:1]([CH3:2])[O:3][C:4]([c:5]1[c:6](-[c:17]2[c:18](=[O:23])[nH:19][cH:20][cH:21][cH:22]2)[cH:7][c:8]([C:13]([CH3:14])([CH3:15])[CH3:16])[c:9]([O:11][CH3:12])[cH:10]1)=[O:31]. Reactants: [B]1OC2=CC=CC=C2O1 (catecholborane), resultant mixture, BrC1=CC=C(C=C1)/C=C/C(C)=O (trans-4-(4-Bromophenyl)-3-buten-2-one). Reagents/catalysts: B1(N2CCC[C@@H]2C(O1)(C3=CC=CC=C3)C4=CC=CC=C4)C ((R)-2-methyl-CBS-oxazaborolidine). Run in C1(=CC=CC=C1)C (toluene), O (water), C1(=CC=CC=C1)C (toluene). Conditions: temperature -78 celsius, time 60 minute. Product: BrC1=CC=C(C=C1)/C=C/[C@H](C)O ((2S,3E)-4-(4-Bromophenyl)-3-buten-2-ol). Reaction SMILES: [Br:1][C:2]1[CH:7]=[CH:6][C:5](/[CH:8]=[CH:9]/[C:10](=[O:12])[CH3:11])=[CH:4][CH:3]=1.[B]1OC2C(=CC=CC=2)O1>C1(C)C=CC=CC=1.B1(C)OC(C2C=CC=CC=2)(C2C=CC=CC=2)[C@@H]2N1CCC2.O>[Br:1][C:2]1[CH:3]=[CH:4][C:5](/[CH:8]=[CH:9]/[C@@H:10]([OH:12])[CH3:11])=[CH:6][CH:7]=1 |^1:12|. Reported procedure: To 5.55 g (24.7 mmol) of the ketone from Step A dissolved in 100 mL of toluene was added 3.7 mL (3.7 mmol, 1M in toluene) of (R)-2-methyl-CBS-oxazaborolidine catalyst and the resultant mixture was stirred at ambient temperature for 15 min. The mixture was cooled to −78° C. and 4.0 mL (37.1 mmol) of catecholborane in 30 mL of toluene was added dropwise over 30 min. After the addition, the slurry was stirred at −78° C. for 60 min while slowly turning homogeneous. The solution was then stirred at −... Reactants: FC1=C(C=CC(=C1)CCC1=C(C=CC(=C1)OC)C1CC2=CC=C(C=C2CC1)OC)O (2-fluoro-4-{2-[5-methoxy-2-(6-methoxy-1,2,3,4-tetrahydronaphthalen-2-yl)phenyl]ethyl}phenol), Cl.ClCCN(C(C)C)C(C)C ((2-chloroethyl)diisopropylamine hydrochloride), FC1=C(OCCN(C(C)C)C(C)C)C=CC(=C1)CCC1=C(C=CC(=C1)OC)C1CC2=CC=C(C=C2CC1)OC ({2-{2-fluoro-4-{2-[5-methoxy-2-(6-methoxy-1,2,3,4-tetrahydronaphthalen-2-yl)phenyl]ethyl}phenoxy}ethyl}diisopropylamine). The product is C(C)(C)N(CCOC1=C(C=C(C=C1)CCC1=C(C=CC(=C1)O)C1CC=2C=CC(=CC2CC1)O)F)C(C)C (6-{2-{2-[4-(2-Diisopropylaminoethoxy)-3-fluorophenyl]ethyl}-4-hydroxyphenyl}-5,6,7,8-tetrahydronaphthalen-2-ol). Yield: 55.2%. RXN SMILES: FC1C=C(CCC2C=C(OC)C=CC=2C2CCC3C(=CC=C(OC)C=3)C2)C=CC=1O.Cl.ClCCN(C(C)C)C(C)C.[F:42][C:43]1[CH:58]=[C:57]([CH2:59][CH2:60][C:61]2[CH:66]=[C:65]([O:67]C)[CH:64]=[CH:63][C:62]=2[CH:69]2[CH2:78][CH2:77][C:76]3[C:71](=[CH:72][CH:73]=[C:74]([O:79]C)[CH:75]=3)[CH2:70]2)[CH:56]=[CH:55][C:44]=1[O:45][CH2:46][CH2:47][N:48]([CH:52]([CH3:54])[CH3:53])[CH:49]([CH3:51])[CH3:50]>>[CH:52]([N:48]([CH:49]([CH3:51])[CH3:50])[CH2:47][CH2:46][O:45][C:44]1[CH:55]=[CH:56][C:57]([CH2:59][CH2:60][C:61]2[CH:66]=[C:65]([OH:67])[CH:64]=[CH:63][C:62]=2[CH:69]2[CH2:78][CH2:77][C:76]3[CH:75]=[C:74]([OH:79])[CH:73]=[CH:72][C:71]=3[CH2:70]2)=[CH:58][C:43]=1[F:42])([CH3:54])[CH3:53] |f:1.2|. Procedure details: Synthesized from 2-fluoro-4-{2-[5-methoxy-2-(6-methoxy-1,2,3,4-tetrahydronaphthalen-2-yl)phenyl]ethyl}phenol and (2-chloroethyl)diisopropylamine hydrochloride according to an analogous synthetic method to Preparation Example 40, {2-{2-fluoro-4-{2-[5-methoxy-2-(6-methoxy-1,2,3,4-tetrahydronaphthalen-2-yl)phenyl]ethyl}phenoxy}ethyl}diisopropylamine (199 mg) was used according to an analogous synthetic method to Example 111 to provide the title compound (104 mg). Reactants: CO, CCOC(=O)C1(CCCc2c(F)cnc3ccc(OC)cc23)CCN(CCSC2=NCCS2)CC1, [Na+], C1COCCO1, [OH-]. Yields the product COc1ccc2ncc(F)c(CCCC3(C(=O)O)CCN(CCSC4=NCCS4)CC3)c2c1. RXN SMILES: [CH3:44][OH:45].[F:1][c:2]1[cH:3][n:4][c:5]2[cH:6][cH:7][c:8]([O:34][CH3:35])[cH:9][c:10]2[c:11]1[CH2:12][CH2:13][CH2:14][C:15]1([C:29](=[O:30])[O:31][CH2:32][CH3:33])[CH2:16][CH2:17][N:18]([CH2:21][CH2:22][S:23][C:24]2=[N:28][CH2:27][CH2:26][S:25]2)[CH2:19][CH2:20]1.[Na+:37].[O:38]1[CH2:39][CH2:40][O:41][CH2:42][CH2:43]1.[OH-:36]>>[F:1][c:2]1[cH:3][n:4][c:5]2[cH:6][cH:7][c:8]([O:34][CH3:35])[cH:9][c:10]2[c:11]1[CH2:12][CH2:13][CH2:14][C:15]1([C:29](=[O:30])[OH:31])[CH2:16][CH2:17][N:18]([CH2:21][CH2:22][S:23][C:24]2=[N:28][CH2:27][CH2:26][S:25]2)[CH2:19][CH2:20]1. The reactants are O=C(O)c1csc(C=CSC(c2ccccc2)(c2ccccc2)c2ccccc2)n1, O=C(O)C(O)C(O)C(=O)O, OC1CNC1. Product: O=C(c1csc(C=CSC(c2ccccc2)(c2ccccc2)c2ccccc2)n1)N1CC(O)C1. As a reaction SMILES: [C:1](=[O:2])([OH:3])[c:4]1[n:5][c:6]([CH:9]=[CH:10][S:11][C:12]([c:13]2[cH:14][cH:15][cH:16][cH:17][cH:18]2)([c:19]2[cH:20][cH:21][cH:22][cH:23][cH:24]2)[c:25]2[cH:26][cH:27][cH:28][cH:29][cH:30]2)[s:7][cH:8]1.[C:31]([CH:32]([CH:33]([C:34]([OH:35])=[O:36])[OH:37])[OH:38])([OH:39])=[O:40].[OH:41][CH:42]1[CH2:43][NH:44][CH2:45]1>>[C:1](=[O:2])([c:4]1[n:5][c:6]([CH:9]=[CH:10][S:11][C:12]([c:13]2[cH:14][cH:15][cH:16][cH:17][cH:18]2)([c:19]2[cH:20][cH:21][cH:22][cH:23][cH:24]2)[c:25]2[cH:26][cH:27][cH:28][cH:29][cH:30]2)[s:7][cH:8]1)[N:44]1[CH2:43][CH:42]([OH:41])[CH2:45]1.